From a dataset of the Open Reaction Database (ORD), a public repository of structured organic reaction records. describe an organic reaction: reactants, conditions, products, and yield Starting materials: COC1=C(CCO)C=CC=C1OC (2,3-dimethoxyphenethyl alcohol), C(C)OC(CCCl)OCC (β-chloropropionaldehyde diethyl acetal), Cl (hydrochloric acid). Run in O (water). Reaction conditions: time 25 minute. Yields the product ClCCC1OCCC2=C(C(=CC=C12)OC)OC (1-(2-chloroethyl)-5,6-dimethoxyisochroman). Isolated yield 85.2%. Reaction SMILES: [CH3:1][O:2][C:3]1[C:11]([O:12][CH3:13])=[CH:10][CH:9]=[CH:8][C:4]=1[CH2:5][CH2:6][OH:7].C(O[CH:17](OCC)[CH2:18][CH2:19][Cl:20])C.Cl>O>[Cl:20][CH2:19][CH2:18][CH:17]1[C:8]2[C:4](=[C:3]([O:2][CH3:1])[C:11]([O:12][CH3:13])=[CH:10][CH:9]=2)[CH2:5][CH2:6][O:7]1. Procedure: To a mixture of 20 g of 2,3-dimethoxyphenethyl alcohol and 22 g of β-chloropropionaldehyde diethyl acetal was added 30 ml of concentrated hydrochloric acid, followed by heating at 60°-85° C with stirring for 25 minutes. After cooling, the reaction mixture was diluted with 100 ml of water and extracted with ethyl acetate. The extract was rinsed with water, dehydrated, treated with activated carbon and concentrated under reduced pressure. By the above procedure was obtained 24 g of 1-(2-chloroethy...